This data is from the Open Reaction Database (ORD), a public repository of structured organic reaction records. The task is: describe an organic reaction: reactants, conditions, products, and yield Reactants: CC(C)N(CCC(=O)OC(C)(C)C)c1nc(Cl)ncc1N, CCO, CC(=O)O. Product: CC(C)N1CCC(=O)Nc2cnc(Cl)nc21. As a reaction SMILES: [C:4]([CH3:6])([CH3:7])([O:8][C:9](=[O:5])[CH2:10][CH2:11][N:12]([CH:13]([CH3:14])[CH3:15])[c:16]1[n:17][c:18]([Cl:23])[n:19][cH:20][c:21]1[NH2:22])[CH3:24].[CH3:1][CH2:2][OH:3].[CH3:25][C:26](=[O:27])[OH:28]>>[O:8]=[C:9]1[CH2:10][CH2:11][N:12]([CH:13]([CH3:14])[CH3:15])[c:16]2[n:17][c:18]([Cl:23])[n:19][cH:20][c:21]2[NH:22]1. Reaction SMILES: [Cl:43][CH2:44][Cl:45].[OH:1][NH:2][C:3](=[O:4])[CH:5]1[C:6]([CH3:34])([CH3:35])[S:7][CH2:8][CH2:9][N:10]1[S:11](=[O:12])(=[O:13])[c:14]1[cH:15][cH:16][c:17]([O:18][CH2:19][C:20]#[C:21][CH2:22][CH2:23][NH:24][C:25](=[O:26])[O:27][C:28]([CH3:29])([CH3:30])[CH3:31])[cH:32][cH:33]1.[OH:36][C:37]([C:38]([F:39])([F:40])[F:41])=[O:42]>>[OH:1][NH:2][C:3](=[O:4])[CH:5]1[C:6]([CH3:34])([CH3:35])[S:7][CH2:8][CH2:9][N:10]1[S:11](=[O:12])(=[O:13])[c:14]1[cH:15][cH:16][c:17]([O:18][CH2:19][C:20]#[C:21][CH2:22][CH2:23][NH2:24])[cH:32][cH:33]1. Starting materials: ClCCl, CC(C)(C)OC(=O)NCCC#CCOc1ccc(S(=O)(=O)N2CCSC(C)(C)C2C(=O)NO)cc1, O=C(O)C(F)(F)F. Product: CC1(C)SCCN(S(=O)(=O)c2ccc(OCC#CCCN)cc2)C1C(=O)NO. The reactants are COC(CNC(=S)NC)OC (N-(2,2-dimethoxyethyl)-N'-methylthiourea), IC (iodomethane). Run in CC(C)=O (2-propanone). Conditions: time 8 hour. Yields the product 12.8, I.COC(CNC(=NC)SC)OC (methyl N-(2,2-dimethoxyethyl)-N'-methylcarbamimidothioate monohydroiodide). The yield is 99.0%. RXN SMILES: [CH3:1][O:2][CH:3]([O:10][CH3:11])[CH2:4][NH:5][C:6]([NH:8][CH3:9])=[S:7].[I:12][CH3:13]>CC(=O)C>[IH:12].[CH3:11][O:10][CH:3]([O:2][CH3:1])[CH2:4][NH:5][C:6]([S:7][CH3:13])=[N:8][CH3:9] |f:3.4|. Procedure: A mixture of 7.1 parts of N-(2,2-dimethoxyethyl)-N'-methylthiourea, 8.5 parts of iodomethane and 80 parts of 2-propanone was stirred overnight. The reaction mixture was evaporated, yielding 12.8 parts (99%) of methyl N-(2,2-dimethoxyethyl)-N'-methylcarbamimidothioate monohydroiodide (191). The reactants are Cl.COC=1C=C(C=CC1OC)C=1C(C(N(N1)C1CCNCC1)=O)(C)C (5-(3,4-dimethoxyphenyl)-4,4-dimethyl-2-(piperidin-4-yl)-2,4-dihydro-3H-pyrazol-3-one hydrochloride), Cl.COC=1C=C(C=CC1OC)C=1C(C(N(N1)C1CCNCC1)=O)(C)C (5-(3,4-dimethoxyphenyl)-4,4-dimethyl-2-(piperidin-4-yl)-2,4-dihydro-3H-pyrazol-3-one hydrochloride), COC=1C=C(C(=O)Cl)C=CC1 (3-methoxybenzoyl chloride). Yields the product COC=1C=C(C=CC1OC)C=1C(C(N(N1)C1CCN(CC1)C(=O)C1=CC(=CC=C1)OC)=O)(C)C (5-(3,4-Dimethoxyphenyl)-2-{1-[(3-methoxyphenyl)carbonyl]piperidin-4-yl}-4,4-dimethyl-2,4-dihydro-3H-pyrazol-3-one). Reaction SMILES: Cl.[CH3:2][O:3][C:4]1[CH:5]=[C:6]([C:12]2[C:13]([CH3:25])([CH3:24])[C:14](=[O:23])[N:15]([CH:17]3[CH2:22][CH2:21][NH:20][CH2:19][CH2:18]3)[N:16]=2)[CH:7]=[CH:8][C:9]=1[O:10][CH3:11].[CH3:26][O:27][C:28]1[CH:29]=[C:30]([CH:34]=[CH:35][CH:36]=1)[C:31](Cl)=[O:32]>>[CH3:2][O:3][C:4]1[CH:5]=[C:6]([C:12]2[C:13]([CH3:25])([CH3:24])[C:14](=[O:23])[N:15]([CH:17]3[CH2:22][CH2:21][N:20]([C:31]([C:30]4[CH:34]=[CH:35][CH:36]=[C:28]([O:27][CH3:26])[CH:29]=4)=[O:32])[CH2:19][CH2:18]3)[N:16]=2)[CH:7]=[CH:8][C:9]=1[O:10][CH3:11] |f:0.1|. Procedure details: The title compound is prepared analogously as described for GP1 using 5-(3,4-dimethoxyphenyl)-4,4-dimethyl-2-(piperidin-4-yl)-2,4-dihydro-3H-pyrazol-3-one hydrochloride (compound B1*HCl) and 3-methoxybenzoyl chloride as starting compounds. The crude product is purified by crystallization from EA to yield the title compound. Reactants: CC1=NC(=CC=C1)C#CC=C1CCNCC1 (2-Methyl-6-(3-piperidin-4-ylideneprop-1-ynyl)pyridine), BrC1=C(N=C(N1)C)[N+](=O)[O-] (5-bromo-2-methyl-4-nitro-1H-imidazole), C([O-])(O)=O.[K+] (potassium bicarbonate). The solvent is O (water). Product: CC1=NC(=CC=C1)C#CC=C1CCN(CC1)C1=C(N=C(N1)C)[N+](=O)[O-] (2-Methyl-6-{3-[1-(2-methyl-4-nitro-1H-imidazol-5-yl)piperidin-4-ylidene]prop-1-yn-1-yl}pyridine). Reaction SMILES: [CH3:1][C:2]1[CH:7]=[CH:6][CH:5]=[C:4]([C:8]#[C:9][CH:10]=[C:11]2[CH2:16][CH2:15][NH:14][CH2:13][CH2:12]2)[N:3]=1.Br[C:18]1[NH:22][C:21]([CH3:23])=[N:20][C:19]=1[N+:24]([O-:26])=[O:25].C(=O)(O)[O-].[K+]>O>[CH3:1][C:2]1[CH:7]=[CH:6][CH:5]=[C:4]([C:8]#[C:9][CH:10]=[C:11]2[CH2:12][CH2:13][N:14]([C:18]3[NH:22][C:21]([CH3:23])=[N:20][C:19]=3[N+:24]([O-:26])=[O:25])[CH2:15][CH2:16]2)[N:3]=1 |f:2.3|. Procedure details: A well homogenised mixture of the Compound of Example 3 (100 mg, 0.47 mmol), 5-bromo-2-methyl-4-nitro-1H-imidazole (97 mg, 0.47 mmol) and potassium bicarbonate was stirred at 120° C. for 8 h. The reaction mixture was poured into water and extracted with EtOAc The combined organic layers were washed with brine, dried on Na2SO4 and evaporated to dryness in vacuo to afford a residue, which was purified by automated flash liquid chromatography (Horizon™-Biotage), eluting with Petroleum Ether-EtOAc 7... Starting materials: NC1=CC(=C(C(=O)O)C=C1[N+](=O)[O-])Cl (4-amino-2-chloro-5-nitro-benzoic acid), S(=O)(Cl)Cl (thionyl chloride). Solvent: ClCCl (dichloromethane). The product is NC1=CC(=C(C(=O)Cl)C=C1[N+](=O)[O-])Cl (4-Amino-2-chloro-5-nitro-benzoyl chloride). As a reaction SMILES: [NH2:1][C:2]1[C:10]([N+:11]([O-:13])=[O:12])=[CH:9][C:5]([C:6](O)=[O:7])=[C:4]([Cl:14])[CH:3]=1.S(Cl)([Cl:17])=O>ClCCl>[NH2:1][C:2]1[C:10]([N+:11]([O-:13])=[O:12])=[CH:9][C:5]([C:6]([Cl:17])=[O:7])=[C:4]([Cl:14])[CH:3]=1. Procedure: A mixture of 4-amino-2-chloro-5-nitro-benzoic acid (2.60 g, 12.0 mmol) in 200 mL dichloromethane with 20 mL thionyl chloride was refluxed for 4 h, cooled to ambient temperature, filtrated and concentrated to dryness i.vac. The residue was further reacted without further purification. Starting materials: Cl (HCl), C(#N)C1(C(C1C1=CC=CC=C1)(C)C)C(=O)OCC (Ethyl 1-Cyano-2,2-dimethyl-3-phenylcyclopropanecarboxylate), C([O-])([O-])=O.[K+].[K+] (potassium carbonate), O (water). Run in CO (methyl alcohol). Yields the product C(#N)C1(C(C1C1=CC=CC=C1)(C)C)C(=O)O (1-Cyano-2,2-dimethyl-3-phenylcyclopropanecarboxylic Acid). Yield: 85.0%. RXN SMILES: [C:1]([C:3]1([C:14]([O:16]CC)=[O:15])[CH:5]([C:6]2[CH:11]=[CH:10][CH:9]=[CH:8][CH:7]=2)[C:4]1([CH3:13])[CH3:12])#[N:2].C(=O)([O-])[O-].[K+].[K+].O.Cl>CO>[C:1]([C:3]1([C:14]([OH:16])=[O:15])[CH:5]([C:6]2[CH:7]=[CH:8][CH:9]=[CH:10][CH:11]=2)[C:4]1([CH3:13])[CH3:12])#[N:2] |f:1.2.3|. Reported procedure: A mixture of 147 mg (0.60 mmole) of cyclopropanoid cyanoester 10 (produced in accordance with Example VIII), 88 mg (0.64 mmole) of anhydrous potassium carbonate, 0.50 mL of water, and 2.0 mL of methyl alcohol was heated at reflux for 20 minutes. The product was isolated by cooling the mixture to room temperature, cautiously acidifying it by addition of 2 mL of 2M aqueous HCl, subsequent dilution with 20 mL of saturated brine, and extraction with ether. The ether extracts were washed with saturat... The product is CCOC(=O)C(C)(C)Oc1cc2c(=O)c(Cc3cccnc3)cn3c4ccc(Br)cc4c(c1)c23. Starting materials: O=c1c(Cc2cccnc2)cn2c3ccc(Br)cc3c3cc(O)cc1c32, CCOC(=O)C(C)(C)Br. As a reaction SMILES: [Br:1][c:2]1[cH:3][cH:4][c:5]2[n:6]3[c:7]4[c:8]([cH:9][c:10]([OH:15])[cH:11][c:12]4[c:13]2[cH:14]1)[c:16](=[O:26])[c:17]([CH2:19][c:20]1[cH:21][n:22][cH:23][cH:24][cH:25]1)[cH:18]3.[Br:27][C:28]([C:29](=[O:30])[O:31][CH2:32][CH3:33])([CH3:34])[CH3:35]>>[Br:1][c:2]1[cH:3][cH:4][c:5]2[n:6]3[c:7]4[c:8]([cH:9][c:10]([O:15][C:28]([C:29](=[O:30])[O:31][CH2:32][CH3:33])([CH3:34])[CH3:35])[cH:11][c:12]4[c:13]2[cH:14]1)[c:16](=[O:26])[c:17]([CH2:19][c:20]1[cH:21][n:22][cH:23][cH:24][cH:25]1)[cH:18]3. The reactants are CC(C)O, CN1C(=O)C(F)(F)CN(C2CCC2)c2nc(Cl)ncc21, Nc1ccc(C(=O)NC2CCOCC2)cc1, O, Cc1ccccc1S(=O)(=O)O. The product is CN1C(=O)C(F)(F)CN(C2CCC2)c2nc(Nc3ccc(C(=O)NC4CCOCC4)cc3)ncc21. RXN SMILES: [CH:49]([OH:50])([CH3:51])[CH3:52].[Cl:1][c:2]1[n:3][cH:4][c:5]2[c:6]([n:20]1)[N:7]([CH:16]1[CH2:17][CH2:18][CH2:19]1)[CH2:8][C:9]([F:14])([F:15])[C:10](=[O:13])[N:11]2[CH3:12].[NH2:33][c:34]1[cH:35][cH:36][c:37]([C:38](=[O:39])[NH:40][CH:41]2[CH2:42][CH2:43][O:44][CH2:45][CH2:46]2)[cH:47][cH:48]1.[OH2:21].[c:22]1([CH3:23])[c:24]([S:25]([OH:26])(=[O:27])=[O:28])[cH:29][cH:30][cH:31][cH:32]1>>[c:2]1([NH:33][c:34]2[cH:35][cH:36][c:37]([C:38](=[O:39])[NH:40][CH:41]3[CH2:42][CH2:43][O:44][CH2:45][CH2:46]3)[cH:47][cH:48]2)[n:3][cH:4][c:5]2[c:6]([n:20]1)[N:7]([CH:16]1[CH2:17][CH2:18][CH2:19]1)[CH2:8][C:9]([F:14])([F:15])[C:10](=[O:13])[N:11]2[CH3:12]. Reactants: CC(CC(O)C(Cc1ccccc1)NC(=O)OC(C)(C)C)C(=O)NCCC(C)(C)C, CC1(C)CCC(N)CC1, CC(C)Oc1cc(C(=O)NC(Cc2ccccc2)C2CC(C)C(=O)O2)cc(N2CCCC2=O)c1. Yields the product CC(C)Oc1cc(C(=O)NC(Cc2ccccc2)C(O)CC(C)C(=O)NC2CCC(C)(C)CC2)cc(N2CCCC2=O)c1. RXN SMILES: [C:1]([O:2][C:3](=[O:4])[NH:5][CH:6]([CH2:7][c:8]1[cH:9][cH:10][cH:11][cH:12][cH:13]1)[CH:14]([OH:15])[CH2:16][CH:17]([C:18](=[O:19])[NH:20][CH2:21][CH2:22][C:23]([CH3:24])([CH3:25])[CH3:26])[CH3:27])([CH3:28])([CH3:29])[CH3:30].[CH3:31][C:32]1([CH3:39])[CH2:33][CH2:34][CH:35]([NH2:38])[CH2:36][CH2:37]1.[CH:40]([CH3:41])([CH3:42])[O:43][c:44]1[cH:45][c:46]([C:47](=[O:48])[NH:49][CH:50]([CH2:51][c:52]2[cH:53][cH:54][cH:55][cH:56][cH:57]2)[CH:58]2[O:59][C:60](=[O:64])[CH:61]([CH3:63])[CH2:62]2)[cH:65][c:66]([N:68]2[C:69](=[O:73])[CH2:70][CH2:71][CH2:72]2)[cH:67]1>>[CH3:31][C:32]1([CH3:39])[CH2:33][CH2:34][CH:35]([NH:38][C:60]([CH:61]([CH2:62][CH:58]([CH:50]([NH:49][C:47]([c:46]2[cH:45][c:44]([O:43][CH:40]([CH3:41])[CH3:42])[cH:67][c:66]([N:68]3[C:69](=[O:73])[CH2:70][CH2:71][CH2:72]3)[cH:65]2)=[O:48])[CH2:51][c:52]2[cH:53][cH:54][cH:55][cH:56][cH:57]2)[OH:59])[CH3:63])=[O:64])[CH2:36][CH2:37]1.